From a dataset of the Open Reaction Database (ORD), a public repository of structured organic reaction records. describe an organic reaction: reactants, conditions, products, and yield RXN SMILES: [C:28]([CH3:29])([CH3:30])([CH3:31])[O:32][C:33](=[O:34])[NH:35][CH:36]([C:37](=[O:38])[OH:39])[CH2:40][CH2:41][CH2:42][CH2:43][CH2:44][CH:45]=[CH2:46].[CH:47]([N:48]([CH2:49][CH3:50])[CH:51]([CH3:52])[CH3:53])([CH3:54])[CH3:55].[Cl:56][CH2:57][Cl:58].[ClH:27].[c:1]1(-[c:21]2[cH:22][cH:23][cH:24][cH:25][cH:26]2)[cH:2][cH:3][c:4]([C:7]2([S:16][CH2:17][CH2:18][CH2:19][CH3:20])[CH2:8][CH:9]([C:12](=[O:13])[O:14][CH3:15])[NH:10][CH2:11]2)[cH:5][cH:6]1>>[c:1]1(-[c:21]2[cH:22][cH:23][cH:24][cH:25][cH:26]2)[cH:2][cH:3][c:4]([C:7]2([S:16][CH2:17][CH2:18][CH2:19][CH3:20])[CH2:8][CH:9]([C:12](=[O:13])[O:14][CH3:15])[N:10]([C:37]([CH:36]([NH:35][C:33]([O:32][C:28]([CH3:29])([CH3:30])[CH3:31])=[O:34])[CH2:40][CH2:41][CH2:42][CH2:43][CH2:44][CH:45]=[CH2:46])=[O:38])[CH2:11]2)[cH:5][cH:6]1. Yields the product C=CCCCCCC(NC(=O)OC(C)(C)C)C(=O)N1CC(SCCCC)(c2ccc(-c3ccccc3)cc2)CC1C(=O)OC. Reactants: C=CCCCCCC(NC(=O)OC(C)(C)C)C(=O)O, CCN(C(C)C)C(C)C, ClCCl, Cl, CCCCSC1(c2ccc(-c3ccccc3)cc2)CNC(C(=O)OC)C1.